Dataset: the Open Reaction Database (ORD), a public repository of structured organic reaction records. Task: describe an organic reaction: reactants, conditions, products, and yield Reactants: COc1ccc(CN(C(=O)OC(C)(C)C)C2=NC3(c4ccccc4F)CC(O)CCC3CS2)cc1, CI, CCOC(C)=O, [H-], [Na+], CN(C)C=O, O. Yields the product COc1ccc(CN(C(=O)OC(C)(C)C)C2=NC3(c4ccccc4F)CC(OC)CCC3CS2)cc1. Reaction SMILES: [C:1]([CH3:2])([CH3:3])([CH3:4])[O:5][C:6]([N:7]([CH2:8][c:9]1[cH:10][cH:11][c:12]([O:15][CH3:16])[cH:13][cH:14]1)[C:17]1=[N:22][C:21]2([c:28]3[c:29]([F:34])[cH:30][cH:31][cH:32][cH:33]3)[CH:20]([CH2:19][S:18]1)[CH2:26][CH2:25][CH:24]([OH:27])[CH2:23]2)=[O:35].[CH3:36][I:37].[CH3:40][CH2:41][O:42][C:43](=[O:44])[CH3:45].[H-:38].[Na+:39].[O:46]=[CH:47][N:48]([CH3:49])[CH3:50].[OH2:51]>>[C:1]([CH3:2])([CH3:3])([CH3:4])[O:5][C:6]([N:7]([CH2:8][c:9]1[cH:10][cH:11][c:12]([O:15][CH3:16])[cH:13][cH:14]1)[C:17]1=[N:22][C:21]2([c:28]3[c:29]([F:34])[cH:30][cH:31][cH:32][cH:33]3)[CH:20]([CH2:19][S:18]1)[CH2:26][CH2:25][CH:24]([O:27][CH3:40])[CH2:23]2)=[O:35]. Starting materials: CNC, CS(C)=O, CCC1CC(N(Cc2cc(C(F)(F)F)cc(C(F)(F)F)c2)C(C)=O)c2nc(Br)ccc2N1C(=O)OC(C)C, O. Reaction SMILES: [CH3:1][NH:2][CH3:3].[CH3:43][S:44]([CH3:45])=[O:46].[CH:4]([CH3:5])([CH3:6])[O:7][C:8](=[O:9])[N:10]1[CH:11]([CH2:40][CH3:41])[CH2:12][CH:13]([N:21]([CH2:22][c:23]2[cH:24][c:25]([C:33]([F:34])([F:35])[F:36])[cH:26][c:27]([C:29]([F:30])([F:31])[F:32])[cH:28]2)[C:37]([CH3:38])=[O:39])[c:14]2[n:15][c:16]([Br:20])[cH:17][cH:18][c:19]21.[OH2:42]>>[CH3:1][N:2]([CH3:3])[c:16]1[n:15][c:14]2[c:19]([cH:18][cH:17]1)[N:10]([C:8]([O:7][CH:4]([CH3:5])[CH3:6])=[O:9])[CH:11]([CH2:40][CH3:41])[CH2:12][CH:13]2[N:21]([CH2:22][c:23]1[cH:24][c:25]([C:33]([F:34])([F:35])[F:36])[cH:26][c:27]([C:29]([F:30])([F:31])[F:32])[cH:28]1)[C:37]([CH3:38])=[O:39]. The product is CCC1CC(N(Cc2cc(C(F)(F)F)cc(C(F)(F)F)c2)C(C)=O)c2nc(N(C)C)ccc2N1C(=O)OC(C)C. Reactants: O=C([O-])[O-], O=C([O-])O, CC(C)(C)OC(=O)OC(=O)OC(C)(C)C, CCOC(C)=O, CC#N, CC1CC(C(CN2CC(=O)N(c3ccccc3Cl)CC2(C)C)NS(=O)(=O)c2ccccc2[N+](=O)[O-])OC1=O, [Cs+], [Cs+], CC1CC(C(N)CN2CC(=O)N(c3ccccc3Cl)CC2(C)C)OC1=O, [Na+], Sc1ccccc1. The product is CC1CC(C(CN2CC(=O)N(c3ccccc3Cl)CC2(C)C)NC(=O)OC(C)(C)C)OC1=O. Reaction SMILES: [C:1](=[O:2])([O-:3])[O-:4].[C:52](=[O:53])([OH:54])[O-:55].[C:57](=[O:58])([O:59][C:60]([CH3:61])([CH3:62])[CH3:63])[O:64][C:65]([O:66][C:67]([CH3:68])([CH3:69])[CH3:70])=[O:71].[CH3:101][CH2:102][O:103][C:104](=[O:105])[CH3:106].[CH3:98][C:99]#[N:100].[Cl:7][c:8]1[c:9]([N:14]2[CH2:15][C:16]([CH3:43])([CH3:44])[N:17]([CH2:21][CH:22]([CH:23]3[O:24][C:25](=[O:29])[CH:26]([CH3:28])[CH2:27]3)[NH:30][S:31]([c:32]3[cH:33][cH:34][cH:35][cH:36][c:37]3[N+:38]([O-:39])=[O:40])(=[O:41])=[O:42])[CH2:18][C:19]2=[O:20])[cH:10][cH:11][cH:12][cH:13]1.[Cs+:5].[Cs+:6].[NH2:72][CH:73]([CH:74]1[CH2:75][CH:76]([CH3:77])[C:78](=[O:79])[O:80]1)[CH2:81][N:82]1[C:83]([CH3:84])([CH3:85])[CH2:86][N:87]([c:88]2[cH:89][cH:90][cH:91][cH:92][c:93]2[Cl:94])[C:95](=[O:96])[CH2:97]1.[Na+:56].[SH:45][c:46]1[cH:47][cH:48][cH:49][cH:50][cH:51]1>>[Cl:7][c:8]1[c:9]([N:14]2[CH2:15][C:16]([CH3:43])([CH3:44])[N:17]([CH2:21][CH:22]([CH:23]3[O:24][C:25](=[O:29])[CH:26]([CH3:28])[CH2:27]3)[NH:30][C:57](=[O:58])[O:59][C:60]([CH3:61])([CH3:62])[CH3:63])[CH2:18][C:19]2=[O:20])[cH:10][cH:11][cH:12][cH:13]1. The reactants are O1CCN(CC1)CCCC#N (4-morpholinobutanenitrile), [H-].[H-].[H-].[H-].[Li+].[Al+3] (LiAlH4). Solvent: O (water), C1CCOC1 (THF), C1CCOC1 (THF). Conditions: temperature 0 celsius, time 20 minute. The product is O1CCN(CC1)CCCCN (4-morpholinobutan-1-amine). RXN SMILES: [H-].[H-].[H-].[H-].[Li+].[Al+3].[O:7]1[CH2:12][CH2:11][N:10]([CH2:13][CH2:14][CH2:15][C:16]#[N:17])[CH2:9][CH2:8]1>C1COCC1.O>[O:7]1[CH2:12][CH2:11][N:10]([CH2:13][CH2:14][CH2:15][CH2:16][NH2:17])[CH2:9][CH2:8]1 |f:0.1.2.3.4.5|. Reported procedure: To anhydrous THF (70 mL) was added LiAlH4 (5.37 g, 142 mmol) in one portion. The mixture was stirred at 0° C. for 20 min, and a solution of 4-morpholinobutanenitrile (7.26 g, 47 mmol) in anhydrous THF (40 mL) was added dropwise. Upon the end of addition the mixture was refluxed for 4 h, then cooled to 0° C., diluted with water (20 mL) and filtered. The filtrate was concentrated in vacuo to give the crude product for the next step without further purification. Starting materials: C1(CCCCC1)C[C@@H]1NC(OC1C=C)=O (4(S)-Cyclohexylmethyl-5(R,S)-vinyl-2-oxazolidinone), O.O.O.O.O.O.O.O.[OH-].[Ba+2].[OH-] (barium hydroxide octahydrate). Solvent: O1CCOCC1 (dioxane), O (water). Product: 9, O[C@@H](C=C)[C@H](CC1CCCCC1)N ((3S,4S)-3-Hydroxy-4-amino-5-cyclohexyl-1-pentene). Yield: 91.0%. Reaction SMILES: [CH:1]1([CH2:7][C@H:8]2[CH:12]([CH:13]=[CH2:14])[O:11]C(=O)[NH:9]2)[CH2:6][CH2:5][CH2:4][CH2:3][CH2:2]1.O.O.O.O.O.O.O.O.[OH-].[Ba+2].[OH-]>O1CCOCC1.O>[OH:11][C@H:12]([C@@H:8]([NH2:9])[CH2:7][CH:1]1[CH2:6][CH2:5][CH2:4][CH2:3][CH2:2]1)[CH:13]=[CH2:14] |f:1.2.3.4.5.6.7.8.9.10.11|. Procedure: To the resultant 5S-diastereomer from Example 4 (2.06 g, 9.84 mmol) in dioxane (180 ml) and water (120 ml) was added barium hydroxide octahydrate (6.24 g, 19.8 mmol). The mixture was refluxed for 18 h, cooled, filtered, concentrated, taken up in water and extracted with ethyl acetate which was dried over Na2SO4 and evaporated to afford 1.64 9 (91%) of the desired product, m.p.: 59°-61° C. RXN SMILES: I[CH2:2][C:3]([N:6]1[CH:10]=[C:9]([N+:11]([O-:13])=[O:12])[CH:8]=[N:7]1)([CH3:5])[CH3:4].[N-:14]=[N+:15]=[N-:16].[Na+].O>CN(C)C=O>[N:14]([CH2:2][C:3]([N:6]1[CH:10]=[C:9]([N+:11]([O-:13])=[O:12])[CH:8]=[N:7]1)([CH3:5])[CH3:4])=[N+:15]=[N-:16] |f:1.2|. The solvent is CN(C=O)C (N,N-dimethylformamide). The yield is 100.3%. Reactants: ICC(C)(C)N1N=CC(=C1)[N+](=O)[O-] (1-(1-iodo-2-methylpropan-2-yl)-4-nitro-1H-pyrazole), [N-]=[N+]=[N-].[Na+] (sodium azide), O (water). Conditions: temperature 140 celsius, time 8 hour. Procedure: To a solution of 1-(1-iodo-2-methylpropan-2-yl)-4-nitro-1H-pyrazole (14 g) obtained in Step B of Example 115 in N,N-dimethylformamide (100 mL) was added sodium azide (4.8 g), and the mixture was stirred overnight at 140° C. To the reaction mixture was added water, and the mixture was extracted with ethyl acetate. The obtained organic layer was washed with saturated brine, and dried over anhydrous magnesium sulfate, and the solvent was evaporated under reduced pressure. The residue was purified b... Yields the product N(=[N+]=[N-])CC(C)(C)N1N=CC(=C1)[N+](=O)[O-] (1-(1-azido-2-methylpropan-2-yl)-4-nitro-1H-pyrazole). Reactants: CCN=C=NCCCN(C)C, CCOC(C)=O, ClCCl, Cl, COC(=O)c1cc(Oc2ccc(F)cc2)cc(C(=O)O)c1, NCc1ccc(F)cc1, [Na+], O=C([O-])O, CN(C)C=O, O, On1nnc2ccccc21. The product is COC(=O)c1cc(Oc2ccc(F)cc2)cc(C(=O)NCc2ccc(F)cc2)c1. RXN SMILES: [CH3:22][CH2:23][N:24]=[C:25]=[N:26][CH2:27][CH2:28][CH2:29][N:30]([CH3:31])[CH3:32].[CH3:67][CH2:68][O:69][C:70]([CH3:71])=[O:72].[Cl:64][CH2:65][Cl:66].[ClH:33].[F:1][c:2]1[cH:3][cH:4][c:5]([O:6][c:7]2[cH:8][c:9]([C:10](=[O:11])[OH:12])[cH:13][c:14]([C:16](=[O:17])[O:18][CH3:19])[cH:15]2)[cH:20][cH:21]1.[F:45][c:46]1[cH:47][cH:48][c:49]([CH2:52][NH2:53])[cH:50][cH:51]1.[Na+:58].[O-:54][C:55]([OH:56])=[O:57].[O:59]=[CH:60][N:61]([CH3:62])[CH3:63].[OH2:44].[OH:34][n:35]1[c:36]2[c:37]([cH:38][cH:39][cH:40][cH:41]2)[n:42][n:43]1>>[F:1][c:2]1[cH:3][cH:4][c:5]([O:6][c:7]2[cH:8][c:9]([C:10](=[O:12])[NH:53][CH2:52][c:49]3[cH:48][cH:47][c:46]([F:45])[cH:51][cH:50]3)[cH:13][c:14]([C:16](=[O:17])[O:18][CH3:19])[cH:15]2)[cH:20][cH:21]1. Reactants: CC1=CC(=NC=C1)NC1=NC(=CC=C1)C1=CN=CO1 ((4-methyl-pyridin-2-yl)-(6-oxazol-5-yl-pyridin-2-yl)-amine), BrC=CC1=CC=C(C#N)C=C1 (4-(2-bromovinyl)-benzonitrile), O([Li])C(C)(C)C (LiOtBu), O1CCOCC1 (1,4-dioxane). Reagents/catalysts: C=1C=CC(=CC1)[P](C=2C=CC=CC2)(C=3C=CC=CC3)[Pd]([P](C=4C=CC=CC4)(C=5C=CC=CC5)C=6C=CC=CC6)([P](C=7C=CC=CC7)(C=8C=CC=CC8)C=9C=CC=CC9)[P](C=1C=CC=CC1)(C=1C=CC=CC1)C=1C=CC=CC1 (Pd(PPh3)4). The solvent is O (water). Conditions: temperature 100 celsius, time 2 hour. Yields the product CC1=CC(=NC=C1)NC1=CC=CC(=N1)C1=CN=C(O1)C=CC1=CC=C(C#N)C=C1 (4-(2-{5-[6-(4-Methyl-pyridin-2-ylamino)-pyridin-2-yl]-oxazol-2-yl}-vinyl)-benzonitrile). The yield is 25.3%. Reaction SMILES: [CH3:1][C:2]1[CH:7]=[CH:6][N:5]=[C:4]([NH:8][C:9]2[CH:14]=[CH:13][CH:12]=[C:11]([C:15]3[O:19][CH:18]=[N:17][CH:16]=3)[N:10]=2)[CH:3]=1.Br[CH:21]=[CH:22][C:23]1[CH:30]=[CH:29][C:26]([C:27]#[N:28])=[CH:25][CH:24]=1.O(C(C)(C)C)[Li].O1CCOCC1>C1C=CC([P]([Pd]([P](C2C=CC=CC=2)(C2C=CC=CC=2)C2C=CC=CC=2)([P](C2C=CC=CC=2)(C2C=CC=CC=2)C2C=CC=CC=2)[P](C2C=CC=CC=2)(C2C=CC=CC=2)C2C=CC=CC=2)(C2C=CC=CC=2)C2C=CC=CC=2)=CC=1.O>[CH3:1][C:2]1[CH:7]=[CH:6][N:5]=[C:4]([NH:8][C:9]2[N:10]=[C:11]([C:15]3[O:19][C:18]([CH:21]=[CH:22][C:23]4[CH:30]=[CH:29][C:26]([C:27]#[N:28])=[CH:25][CH:24]=4)=[N:17][CH:16]=3)[CH:12]=[CH:13][CH:14]=2)[CH:3]=1 |^1:46,48,67,86|. Procedure details: A sealed tube was charged with a mixture of (4-methyl-pyridin-2-yl)-(6-oxazol-5-yl-pyridin-2-yl)-amine (200 mg, 0.793 mmol), 4-(2-bromovinyl)-benzonitrile (330 mg, 1.59 mmol), Pd(PPh3)4 (46 mg, 0.0396 mmol), LiOtBu (127 mg, 1.59 mmol) and anhydrous 1,4-dioxane (5 ml) and heated to 100° C. with stirring for 2 h. The cooled reaction mixture was treated with water and extracted with DCM. The combined organics were dried over MgSO4, filtered and evaporated under reduced pressure before purification ... Yields the product C1(CCCC1)N1C2=C(N(C(C(C1)(F)F)=O)C)C=NC(=N2)NC2=CC(=C(C(=O)NC1CCN(CC1)CCO)C=C2OC)F (4-(9-Cyclopentyl-7,7-difluoro-5-methyl-6-oxo-6,7,8,9-tetrahydro-5H-pyrimido[4,5-b][1,4]diazepin-2-ylamino)-2-fluoro-N-(1-(2-hydroxyethyl)piperidin-4-yl)-5-methoxybenzamide). As a reaction SMILES: [CH:1]1([N:6]2[CH2:12][C:11]([F:14])([F:13])[C:10](=[O:15])[N:9]([CH3:16])[C:8]3[CH:17]=[N:18][C:19]([NH:21][C:22]4[C:30]([O:31][CH3:32])=[CH:29][C:25]([C:26](O)=[O:27])=[C:24]([F:33])[CH:23]=4)=[N:20][C:7]2=3)[CH2:5][CH2:4][CH2:3][CH2:2]1.[NH2:34][CH:35]1[CH2:40][CH2:39][N:38]([CH2:41][CH2:42][OH:43])[CH2:37][CH2:36]1>>[CH:1]1([N:6]2[CH2:12][C:11]([F:14])([F:13])[C:10](=[O:15])[N:9]([CH3:16])[C:8]3[CH:17]=[N:18][C:19]([NH:21][C:22]4[C:30]([O:31][CH3:32])=[CH:29][C:25]([C:26]([NH:34][CH:35]5[CH2:40][CH2:39][N:38]([CH2:41][CH2:42][OH:43])[CH2:37][CH2:36]5)=[O:27])=[C:24]([F:33])[CH:23]=4)=[N:20][C:7]2=3)[CH2:5][CH2:4][CH2:3][CH2:2]1. Reactants: C1(CCCC1)N1C2=C(N(C(C(C1)(F)F)=O)C)C=NC(=N2)NC2=CC(=C(C(=O)O)C=C2OC)F (4-(9-cyclopentyl-7,7-difluoro-5-methyl-6-oxo-6,7,8,9-tetrahydro-5H-pyrimido[4,5-b][1,4]diazepin-2-ylamino)-2-fluoro-5-methoxybenzoic acid), NC1CCN(CC1)CCO (2-(4-aminopiperidin-1-yl)ethanol). Reported procedure: The title compound was synthesized from 4-(9-cyclopentyl-7,7-difluoro-5-methyl-6-oxo-6,7,8,9-tetrahydro-5H-pyrimido[4,5-b][1,4]diazepin-2-ylamino)-2-fluoro-5-methoxybenzoic acid and 2-(4-aminopiperidin-1-yl)ethanol as described in the General procedure for amide bond synthesis. The final compound was purified by reverse phase HPLC and basified to give the free base. 1H NMR (400 MHz, DMSO-d6) δ ppm 1.40-1.86 (m, 12H) 1.88-2.10 (m, 5H) 2.33-2.42 (m, 2H) 2.84 (d, J=11.4 Hz, 2H) 3.48 (q, J=6.2 Hz, 2...